Dataset: the Open Reaction Database (ORD), a public repository of structured organic reaction records. Task: describe an organic reaction: reactants, conditions, products, and yield The reactants are C(=O)(O)CC1(CCCC1)CC(=O)O ((1-carboxymethyl-cyclopentyl)-acetic acid), B (borane), C1CCOC1 (THF). Reaction conditions: time 8 hour. Yields the product OCCC1(CCCC1)CCO (2-[1-(2-hydroxy-ethyl)-cyclopentyl]-ethanol). Yield: 95.4%. Reaction SMILES: [C:1]([CH2:4][C:5]1([CH2:10][C:11](O)=[O:12])[CH2:9][CH2:8][CH2:7][CH2:6]1)(O)=[O:2].B.C1COCC1>>[OH:2][CH2:1][CH2:4][C:5]1([CH2:10][CH2:11][OH:12])[CH2:6][CH2:7][CH2:8][CH2:9]1. Procedure details: To a stirred solution of (1-carboxymethyl-cyclopentyl)-acetic acid (1.0 g, 5.3 mmol) at 0° C. was added borane in THF (20 mL, 1.0 M; 20 mmol) and the resultant reaction mixture was stirred and allowed to come to RT overnight. The reaction mixture was cooled in an ice bath and quenched by dropwise addition of methanol (about 5 mL). The solvent was evaporated under reduced pressure and the residue was partitioned between aqueous sodium bicarbonate and ethyl acetate (about 50 mL, 1:1). The organic ... As a reaction SMILES: [CH2:1]([c:2]1[cH:3][cH:4][cH:5][cH:6][cH:7]1)[CH:8]([CH:9]([CH2:10][NH:11][CH2:12][CH2:13][CH2:14][CH2:15][C:16]1([CH3:21])[O:17][CH2:18][CH2:19][O:20]1)[OH:22])[NH:23][C:24]([O:25][C:26]([CH3:27])([CH3:28])[CH3:29])=[O:30].[CH2:31]([N:32]([CH:33]([CH3:34])[CH3:35])[CH:36]([CH3:37])[CH3:38])[CH3:39].[CH3:40][O:41][c:42]1[cH:43][cH:44][c:45]([S:48](=[O:49])(=[O:50])[Cl:51])[cH:46][cH:47]1.[Cl:52][CH2:53][Cl:54]>>[CH2:1]([c:2]1[cH:3][cH:4][cH:5][cH:6][cH:7]1)[CH:8]([CH:9]([CH:10]([NH:11][CH2:12][CH2:13][CH2:14][CH2:15][C:16]1([CH3:21])[O:17][CH2:18][CH2:19][O:20]1)[S:48]([c:45]1[cH:44][cH:43][c:42]([O:41][CH3:40])[cH:47][cH:46]1)(=[O:49])=[O:50])[OH:22])[NH:23][C:24]([O:25][C:26]([CH3:27])([CH3:28])[CH3:29])=[O:30]. Product: COc1ccc(S(=O)(=O)C(NCCCCC2(C)OCCO2)C(O)C(Cc2ccccc2)NC(=O)OC(C)(C)C)cc1. The reactants are CC(C)(C)OC(=O)NC(Cc1ccccc1)C(O)CNCCCCC1(C)OCCO1, CCN(C(C)C)C(C)C, COc1ccc(S(=O)(=O)Cl)cc1, ClCCl. The reactants are [SiH](CC)(CC)CC (Et3SiH), B(F)(F)F.CCOCC (BF3.OEt2), B(F)(F)F.CCOCC (BF3.OEt2), CC1(C[C@@H](N(C1=O)C(=O)OC(C)(C)C)C(=O)OCC1=CC=CC=C1)C ((R)-2-benzyl 1-tert-butyl 4,4-dimethyl-5-oxopyrrolidine-1,2-dicarboxylate), [SiH](CC)(CC)CC (Et3SiH), LiEt3BH. The solvent is C1CCOC1 (THF), C1CCOC1 (THF). Reaction conditions: temperature -78 celsius, time 2 hour. Product: CC1(C[C@@H](N(C1)C(=O)OC(C)(C)C)C(=O)OCC1=CC=CC=C1)C ((R)-2-benzyl 1-tert-butyl 4,4-dimethylpyrrolidine-1,2-dicarboxylate). Yield: 84.0%. RXN SMILES: [CH3:1][C:2]1([CH3:25])[C:6](=O)[N:5]([C:8]([O:10][C:11]([CH3:14])([CH3:13])[CH3:12])=[O:9])[C@@H:4]([C:15]([O:17][CH2:18][C:19]2[CH:24]=[CH:23][CH:22]=[CH:21][CH:20]=2)=[O:16])[CH2:3]1.[SiH](CC)(CC)CC.B(F)(F)F.CCOCC>C1COCC1>[CH3:1][C:2]1([CH3:25])[CH2:6][N:5]([C:8]([O:10][C:11]([CH3:12])([CH3:13])[CH3:14])=[O:9])[C@@H:4]([C:15]([O:17][CH2:18][C:19]2[CH:24]=[CH:23][CH:22]=[CH:21][CH:20]=2)=[O:16])[CH2:3]1 |f:2.3|. Procedure: To a solution of (R)-2-benzyl 1-tert-butyl 4,4-dimethyl-5-oxopyrrolidine-1,2-dicarboxylate (D39) (210 mg, 0.6 mmol) in THF (10 ml) cooled at −78° C., LiEt3BH 1M sol in THF (0.6 ml) was added and the mixture stirred 2 hrs at −78° C. The reaction was warmed to 0° C. and quenched with slow addition of NaHCO3 sat sol (4 ml) and 1 drop of H2O2. Stirring was continued for 20 min then THF was removed under reduced pressure and the remaining residue was taken up in water (5 ml) and extracted with DCM (3...